Dataset: the Open Reaction Database (ORD), a public repository of structured organic reaction records. Task: describe an organic reaction: reactants, conditions, products, and yield The reactants are CO.ClCCl (methanol dichloromethane), Compound 23, C1(CCCCC1)N=C=NC1CCCCC1 (dicyclohexylcarbodiimide). Run in ClCCl (dichloromethane). Yields the product CN(C)C1=NC=CC=C1 (dimethylaminopyridine), compound 24. Reaction SMILES: [CH:1]1([N:7]=[C:8]=[N:9][CH:10]2[CH2:15][CH2:14][CH2:13]CC2)CCCCC1.CO.Cl[CH2:19]Cl>ClCCl>[CH3:19][N:7]([C:8]1[CH:13]=[CH:14][CH:15]=[CH:10][N:9]=1)[CH3:1] |f:1.2|. Procedure: Compound 23 was dissolved in dichloromethane (c. 3 mg/ml) and was treated with dicyclohexylcarbodiimide (5 equivalents), a catalytic amount of dimethylaminopyridine, and compound 11 to give after chromatography (silica, 10% methanol/dichloromethane) compound 24.